Dataset: the Open Reaction Database (ORD), a public repository of structured organic reaction records. Task: describe an organic reaction: reactants, conditions, products, and yield Reactants: imine, C(#N)[BH3-].[Na+] (sodium cyanoborohydride), ClC1=CC=C(C=C1)CCCN (3-(4-chlorophenyl)propylamine), ClC1=CC=C(C=O)C=C1 (4-chlorobenzaldehyde), COC=1C=C(C=CC1)C(C)=O (3′-methoxyacetophenone). Reagents/catalysts: CC([O-])C.[Ti+4].CC([O-])C.CC([O-])C.CC([O-])C (titanium(IV) isopropoxide). Product: ClC1=CC=C(C=C1)CCCNC(C)C1=CC(=CC=C1)OC (N-[3-(4-chlorophenyl)propyl]-1-(3-methoxyphenyl)ethylamine), 6V. Reaction SMILES: [Cl:1][C:2]1[CH:7]=[CH:6][C:5]([CH2:8][CH2:9][CH2:10][NH2:11])=[CH:4][CH:3]=1.ClC1C=CC(C=O)=CC=1.[CH3:21][O:22][C:23]1[CH:24]=[C:25]([C:29](=O)[CH3:30])[CH:26]=[CH:27][CH:28]=1.C([BH3-])#N.[Na+]>CC(C)[O-].[Ti+4].CC(C)[O-].CC(C)[O-].CC(C)[O-]>[Cl:1][C:2]1[CH:3]=[CH:4][C:5]([CH2:8][CH2:9][CH2:10][NH:11][CH:29]([C:25]2[CH:26]=[CH:27][CH:28]=[C:23]([O:22][CH3:21])[CH:24]=2)[CH3:30])=[CH:6][CH:7]=1 |f:3.4,5.6.7.8.9|. Procedure details: An equal molar amount of 3-(4-chlorophenyl)propylamine (prepared in a similar fashion from 4-chlorobenzaldehyde as above) 3′-methoxyacetophenone and 1.25 molar equivalents titanium(IV) isopropoxide were mixed 4 hr at rt and the intermediate imine treated with an ethanolic sodium cyanoborohydride (5 ml of I M, 5 mmol). Work-up and chromatography afforded N-[3-(4-chlorophenyl)propyl]-1-(3-methoxyphenyl)ethylamine, 6V, as an oil; m/z (rel. int.) 303 (M+, 8), 288 (91), 196 (4), 164 (10), 135 (100), ... Reactants: [Al+3].[Cl-].[Cl-].[Cl-] (AlCl3), CN(C=O)C (dimethylformamide), COC1=C(C(=O)C2=C(C=C(C=C2)OC)OC)C=CC(=C1)OC (2,2',4,4'-tetramethoxybenzophenone). Solvent: O (water). Run at temperature 30 celsius, time 4.5 hour. Product: OC1=C(C(=O)C2=C(C=C(C=C2)O)O)C=CC(=C1)O (2,2',4,4'-tetrahydroxybenzophenone). As a reaction SMILES: [Al+3].[Cl-].[Cl-].[Cl-].CN(C)C=O.C[O:11][C:12]1[CH:29]=[C:28]([O:30]C)[CH:27]=[CH:26][C:13]=1[C:14]([C:16]1[CH:21]=[CH:20][C:19]([O:22]C)=[CH:18][C:17]=1[O:24]C)=[O:15]>O>[OH:11][C:12]1[CH:29]=[C:28]([OH:30])[CH:27]=[CH:26][C:13]=1[C:14]([C:16]1[CH:21]=[CH:20][C:19]([OH:22])=[CH:18][C:17]=1[OH:24])=[O:15] |f:0.1.2.3|. Procedure details: 440 g (3.30 mol) of AlCl3 were stirred into 120 g (1.64 mol) of dimethylformamide in such a way that the temperature remained below 160° C. After cooling to 30° C., 60.5 g (0.20 mol) of 2,2',4,4'-tetramethoxybenzophenone were introduced into the mixture, which was easily stirrable. The mixture was stirred at about 50°-52° C. for 4.5 hours and then added to 1.8 l of water to which 3 g of active carbon had been added. The hydrolyzate was filtered at about 95° C., and then 65 g of concentrated hydr... Starting materials: CC(C(COC(=O)C1(CCN(CC1)CC1=CC=C(C=C1)C1=NOC(=N1)C1=CC(=C(C=C1)C1=CC=CC=C1)F)C(=O)OCC1=CC=CC=C1)=O)(C)C (1-{4-[5-(2-fluorobiphenyl-4-yl)[1,2,4]oxadiazol-3-yl]benzyl}piperidine-4,4-dicarboxylic acid benzyl ester 3,3-dimethyl-2-oxobutyl ester), C(C)(=O)OCC.O1CCCC1 (ethyl acetate tetrahydrofuran). The reagents and catalysts are [Pd].C(=O)([O-])[O-].[Ca+2] (Pd CaCO3), [Pd].C(=O)([O-])[O-].[Ca+2] (Pd CaCO3). The solvent is C(C)O (ethanol). Yields the product CC(C(COC(=O)C1(CCN(CC1)CC1=CC=C(C=C1)C1=NOC(=N1)C1=CC(=C(C=C1)C1=CC=CC=C1)F)C(=O)O)=O)(C)C (1-{4-[5-(2-fluorobiphenyl-4-yl)[1,2,4]oxadiazol-3-yl]benzyl}-piperidine-4,4-dicarboxylic acid (3,3-dimethyl-2-oxobutyl)ester). RXN SMILES: [CH3:1][C:2]([CH3:51])([CH3:50])[C:3](=[O:49])[CH2:4][O:5][C:6]([C:8]1([C:39]([O:41]CC2C=CC=CC=2)=[O:40])[CH2:13][CH2:12][N:11]([CH2:14][C:15]2[CH:20]=[CH:19][C:18]([C:21]3[N:25]=[C:24]([C:26]4[CH:31]=[CH:30][C:29]([C:32]5[CH:37]=[CH:36][CH:35]=[CH:34][CH:33]=5)=[C:28]([F:38])[CH:27]=4)[O:23][N:22]=3)=[CH:17][CH:16]=2)[CH2:10][CH2:9]1)=[O:7].C(OCC)(=O)C.O1CCCC1>[Pd].C([O-])([O-])=O.[Ca+2].C(O)C>[CH3:1][C:2]([CH3:51])([CH3:50])[C:3](=[O:49])[CH2:4][O:5][C:6]([C:8]1([C:39]([OH:41])=[O:40])[CH2:9][CH2:10][N:11]([CH2:14][C:15]2[CH:16]=[CH:17][C:18]([C:21]3[N:25]=[C:24]([C:26]4[CH:31]=[CH:30][C:29]([C:32]5[CH:37]=[CH:36][CH:35]=[CH:34][CH:33]=5)=[C:28]([F:38])[CH:27]=4)[O:23][N:22]=3)=[CH:19][CH:20]=2)[CH2:12][CH2:13]1)=[O:7] |f:1.2,3.4.5|. Procedure: 2 g of 1-{4-[5-(2-fluorobiphenyl-4-yl)[1,2,4]oxadiazol-3-yl]benzyl}piperidine-4,4-dicarboxylic acid benzyl ester 3,3-dimethyl-2-oxobutyl ester are added into round bottomed flask containing a solvent mixture of ethyl acetate/tetrahydrofuran [1/0.5] and stirred at room temperature to get a clear solution. Then 40 mL of ethanol are added followed by 0.6 g Pd/CaCO3. The mixture is stirred under hydrogen gas. After 30 mins 0.2 g of Pd/CaCO3 are added to the above reaction mixture and stirring under ... Starting materials: compound, SC1=NN=CN1C (3-mercapto-4-methyl-1,2,4-triazole), ClC1=NC=NC2=CC=C(C=C12)I (4-chloro-6-iodo-quinazoline), S1C(=NC=2C1=NC=CN2)N (thiazolo[5,4-b]-pyrazin-2-yl-amine). Product: CN1C(=NN=C1)SC=1C=C2C(=NC=NC2=CC1)NC=1SC=2C(=NC=CN2)N1 ([6-(4-Methyl-4H-[1,2,4]triazol-3-ylsulfanyl)-quinazolin-4-yl]-thiazolo[4,5-b]-pyrazin-2-yl-amine). Reaction SMILES: Cl[C:2]1[C:11]2[C:6](=[CH:7][CH:8]=[C:9](I)[CH:10]=2)[N:5]=[CH:4][N:3]=1.[S:13]1[C:17]2=[N:18][CH:19]=[CH:20][N:21]=[C:16]2[N:15]=[C:14]1[NH2:22].[SH:23][C:24]1[N:28]([CH3:29])[CH:27]=[N:26][N:25]=1>>[CH3:29][N:28]1[CH:27]=[N:26][N:25]=[C:24]1[S:23][C:9]1[CH:10]=[C:11]2[C:6](=[CH:7][CH:8]=1)[N:5]=[CH:4][N:3]=[C:2]2[NH:22][C:14]1[S:13][C:17]2[C:16]([N:15]=1)=[N:21][CH:20]=[CH:19][N:18]=2. Reported procedure: The compound of Example 14 was manufactured by the same method as in Example 1, by a similar method thereto or by a combination of such a method with a conventional method using 4-chloro-6-iodo-quinazoline, thiazolo[5,4-b]-pyrazin-2-yl-amine and 3-mercapto-4-methyl-1,2,4-triazole. The reactants are NCc1ccco1, O=C(O)c1cc(S(=O)(=O)C(F)(F)F)c(Cl)cc1Cl, Cl, O. Product: O=C(O)c1cc(S(=O)(=O)C(F)(F)F)c(Cl)cc1NCc1ccco1. RXN SMILES: [CH2:19]([c:20]1[cH:21][cH:22][cH:23][o:24]1)[NH2:25].[Cl:1][c:2]1[c:3]([C:4](=[O:5])[OH:6])[cH:7][c:8]([S:12](=[O:13])(=[O:14])[C:15]([F:16])([F:17])[F:18])[c:9]([Cl:11])[cH:10]1.[ClH:26].[OH2:27]>>[c:2]1([NH:25][CH2:19][c:20]2[cH:21][cH:22][cH:23][o:24]2)[c:3]([C:4](=[O:5])[OH:6])[cH:7][c:8]([S:12](=[O:13])(=[O:14])[C:15]([F:16])([F:17])[F:18])[c:9]([Cl:11])[cH:10]1.